This data is from the Open Reaction Database (ORD), a public repository of structured organic reaction records. The task is: describe an organic reaction: reactants, conditions, products, and yield Starting materials: C(C)(=O)N1CCN(CC1)C1=CC=C(C=C1)N1C=NC=C1 (1-acetyl-4-(4-imidazol-1-ylphenyl)-piperazine), [OH-].[Na+] (sodium hydroxide). Run in Cl (hydrochloric acid). Product: N1(C=NC=C1)C1=CC=C(C=C1)N1CCNCC1 (1-(4-imidazol-1-ylphenyl)-piperazine). The yield is 93.5%. RXN SMILES: C([N:4]1[CH2:9][CH2:8][N:7]([C:10]2[CH:15]=[CH:14][C:13]([N:16]3[CH:20]=[CH:19][N:18]=[CH:17]3)=[CH:12][CH:11]=2)[CH2:6][CH2:5]1)(=O)C.[OH-].[Na+]>Cl>[N:16]1([C:13]2[CH:12]=[CH:11][C:10]([N:7]3[CH2:8][CH2:9][NH:4][CH2:5][CH2:6]3)=[CH:15][CH:14]=2)[CH:20]=[CH:19][N:18]=[CH:17]1 |f:1.2|. Reported procedure: To 15.2 g of 1-acetyl-4-(4-imidazol-1-ylphenyl)-piperazine, 100 ml of concentrated hydrochloric acid was added, followed by heating at reflux for 3 hours. After the completion of the reaction, the reaction solution was cooled and then neutralized with an aqueous 1N sodium hydroxide solution, thereby to precipitate a crystal. The resulting crystal was filtrated, washed with a small amount of water and then dried to obtain 12 g of the objective 1-(4-imidazol-1-ylphenyl)-piperazine (melting point: ... Reactants: [Al+3], [Cl-], [Cl-], [Cl-], O=C(Cl)CCCl, ClCCl, CCOC(=O)N1CCCc2ccccc21, O. The product is CCOC(=O)N1CCCc2cc(C(=O)CCCl)ccc21. RXN SMILES: [Al+3:2].[Cl-:1].[Cl-:3].[Cl-:4].[Cl:20][CH2:21][CH2:22][C:23](=[O:24])[Cl:25].[Cl:27][CH2:28][Cl:29].[N:5]1([C:15](=[O:16])[O:17][CH2:18][CH3:19])[CH2:6][CH2:7][CH2:8][c:9]2[cH:10][cH:11][cH:12][cH:13][c:14]21.[OH2:26]>>[N:5]1([C:15](=[O:16])[O:17][CH2:18][CH3:19])[CH2:6][CH2:7][CH2:8][c:9]2[cH:10][c:11]([C:23]([CH2:22][CH2:21][Cl:20])=[O:24])[cH:12][cH:13][c:14]21. Reactants: C1(=CC=CC=C1)N=C=O (Phenyl isocyanate), CN(C1=CC=C(C=C1)C=1OC(C(CN1)O)C1=CC=CC=C1)C ((5RS, 6SR)-2-[4-(dimethylamino)phenyl]-6-phenyl-5,6-dihydro-4H-1,3-oxazin-5-ol). The solvent is ClCCCl (1,2-dichloroethane). Yields the product CN(C1=CC=C(C=C1)C=1OC(C(CN1)OC(NC1=CC=CC=C1)=O)C1=CC=CC=C1)C ((5RS, 6SR)-2-[4-(dimethylamino)phenyl]-6-phenyl-5-phenylcarbamoyloxy-5,6-dihydro-4H-1,3-oxazine). Isolated yield 39.2%. Reaction SMILES: [C:1]1([N:7]=[C:8]=[O:9])[CH:6]=[CH:5][CH:4]=[CH:3][CH:2]=1.[CH3:10][N:11]([CH3:31])[C:12]1[CH:17]=[CH:16][C:15]([C:18]2[O:19][CH:20]([C:25]3[CH:30]=[CH:29][CH:28]=[CH:27][CH:26]=3)[CH:21]([OH:24])[CH2:22][N:23]=2)=[CH:14][CH:13]=1>ClCCCl>[CH3:10][N:11]([CH3:31])[C:12]1[CH:13]=[CH:14][C:15]([C:18]2[O:19][CH:20]([C:25]3[CH:26]=[CH:27][CH:28]=[CH:29][CH:30]=3)[CH:21]([O:24][C:8](=[O:9])[NH:7][C:1]3[CH:6]=[CH:5][CH:4]=[CH:3][CH:2]=3)[CH2:22][N:23]=2)=[CH:16][CH:17]=1. Procedure: Phenyl isocyanate (0.49 g) is added at a temperature in the region of 20° C. to a solution, maintained under an argon atmosphere, of (5RS, 6SR)-2-[4-(dimethylamino)phenyl]-6-phenyl-5,6-dihydro-4H-1,3-oxazin-5-ol (1 g) in 1,2-dichloroethane (12 cc). The solution obtained is heated to reflux for 2 hours and then concentrated to dryness under reduced pressure (2.7 kPa), The residue is purified by chromatography on silica (0.063-0.02 mm; 50 g) contained in a column 2.5 cm in diameter (eluent: cycloh... Starting materials: O=C([O-])[O-], CN(C)C=O, [K+], [K+], Nc1ccc(F)c([N+](=O)[O-])c1, O=C(Nc1cccc(C(F)(F)F)c1)c1cccc(O)c1. Product: Nc1ccc(Oc2cccc(C(=O)Nc3cccc(C(F)(F)F)c3)c2)c([N+](=O)[O-])c1. Reaction SMILES: [C:32](=[O:33])([O-:34])[O-:35].[CH3:38][N:39]([CH3:40])[CH:41]=[O:42].[K+:36].[K+:37].[NH2:1][c:2]1[cH:3][cH:4][c:5]([F:6])[c:7]([N+:9]([O-:10])=[O:11])[cH:8]1.[OH:12][c:13]1[cH:14][c:15]([C:16](=[O:17])[NH:18][c:19]2[cH:20][c:21]([C:25]([F:26])([F:27])[F:28])[cH:22][cH:23][cH:24]2)[cH:29][cH:30][cH:31]1>>[NH2:1][c:2]1[cH:3][cH:4][c:5]([O:12][c:13]2[cH:14][c:15]([C:16](=[O:17])[NH:18][c:19]3[cH:20][c:21]([C:25]([F:26])([F:27])[F:28])[cH:22][cH:23][cH:24]3)[cH:29][cH:30][cH:31]2)[c:7]([N+:9]([O-:10])=[O:11])[cH:8]1. Starting materials: FC1=C2C(C(=CN(C2=CC=C1)CC1=CC=C(C=C1)N1N=CC(=C1)C=O)C(=O)OCC)=O (ethyl 5-fluoro-1-[4-[4-formyl-1H-pyrazol-1-yl)benzyl]-4-oxo-1,4-dihydroquinoline-3-carboxylate), C[Si](C(F)(F)F)(C)C (trimethyl(trifluoromethyl)silane), [F-].[Cs+] (cesium fluoride), Cl (HCl). Run in ClCCl (dichloromethane), ClCCl (dichloromethane). Conditions: time 3 hour. Yields the product FC1=C2C(C(=CN(C2=CC=C1)CC1=CC=C(C=C1)N1N=CC(=C1)C(C(F)(F)F)O)C(=O)OCC)=O (Ethyl 5-fluoro-4-oxo-1-{4-[4-(2,2,2-trifluoro-1-hydroxyethyl)-1H-pyrazol-1-yl]benzyl}-1,4-dihydroquinoline-3-carboxylate). As a reaction SMILES: [F:1][C:2]1[CH:11]=[CH:10][CH:9]=[C:8]2[C:3]=1[C:4](=[O:31])[C:5]([C:26]([O:28][CH2:29][CH3:30])=[O:27])=[CH:6][N:7]2[CH2:12][C:13]1[CH:18]=[CH:17][C:16]([N:19]2[CH:23]=[C:22]([CH:24]=[O:25])[CH:21]=[N:20]2)=[CH:15][CH:14]=1.C[Si](C)(C)[C:34]([F:37])([F:36])[F:35].[F-].[Cs+].Cl>ClCCl>[F:1][C:2]1[CH:11]=[CH:10][CH:9]=[C:8]2[C:3]=1[C:4](=[O:31])[C:5]([C:26]([O:28][CH2:29][CH3:30])=[O:27])=[CH:6][N:7]2[CH2:12][C:13]1[CH:18]=[CH:17][C:16]([N:19]2[CH:23]=[C:22]([CH:24]([OH:25])[C:34]([F:37])([F:36])[F:35])[CH:21]=[N:20]2)=[CH:15][CH:14]=1 |f:2.3|. Reported procedure: To a solution of ethyl 5-fluoro-1-[4-[4-formyl-1H-pyrazol-1-yl)benzyl]-4-oxo-1,4-dihydroquinoline-3-carboxylate (0.100 g, 0.238 mmol) in 2 mL of dichloromethane was added trimethyl(trifluoromethyl)silane (0.045 g, 0.25 mmol) and cesium fluoride (3.6 mg, 0.024 mmol). After 3 hours, 4 N HCl (0.36 mL, 1.4 mmol) was added. After 1 hour, the reaction mixture was diluted with an additional 20 mL dichloromethane and washed with water and brine. The organic extracts were dried, filtered and concentrated... Reactants: CSC1C(C(C2=CC=CCC2C1)=O)=CN1CCN(CC1)C(=O)OC(C)(C)C (Methylthio(4-(tert-butyloxycarbonyl)piperazin 1-yl)methylene-4,5-dihydro-2H-naphthalen-1-one), CNN (methylhydrazine), O (Water). Run in C(C)O (ethanol). Yields the product C(C)(C)(C)OC(=O)N1CCN(CC1)C1=NN(C=2C3=C(CCC12)C=CC=C3)C (3-(4-(tert-butyloxycarbonyl)piperazin-1-yl)-4,5-dihydro-1-methyl-1H-benzo[g]indazole). The yield is 11.0%. RXN SMILES: CS[CH:3]1[CH2:12][CH:11]2[C:6](=[CH:7][CH:8]=[CH:9][CH2:10]2)[C:5](=O)[C:4]1=[CH:14][N:15]1[CH2:20][CH2:19][N:18]([C:21]([O:23][C:24]([CH3:27])([CH3:26])[CH3:25])=[O:22])[CH2:17][CH2:16]1.[CH3:28][NH:29][NH2:30].O>C(O)C>[C:24]([O:23][C:21]([N:18]1[CH2:17][CH2:16][N:15]([C:14]2[C:4]3[CH2:3][CH2:12][C:11]4[CH:10]=[CH:9][CH:8]=[CH:7][C:6]=4[C:5]=3[N:29]([CH3:28])[N:30]=2)[CH2:20][CH2:19]1)=[O:22])([CH3:25])([CH3:27])[CH3:26]. Procedure: 2-(Methylthio(4-(tert-butyloxycarbonyl)piperazin 1-yl)methylene-4,5-dihydro-2H-naphthalen-1-one (3.2 g, 8.2 mmol) and methylhydrazine (5 ml) were kept in ethanol (30 ml) for four days. Water (150 ml) was added, and the mixture extracted with ethyl acetate (3×50 ml). The combined organic layers were washed with brine, dried (MgSO4), evaporated in vacuo, and purified by flash chromatography, eluting with hexane:ethyl acetate (4:1 v/v) to give 3-(4-(tert-butyloxycarbonyl)piperazin-1-yl)-4,5-dihydro... Reaction SMILES: [C:25]([OH:26])(=[O:27])[CH3:28].[CH3:17][c:18]1[cH:19][cH:20][c:21]([NH2:22])[cH:23][cH:24]1.[CH3:29][OH:30].[s:1]1[cH:2][c:3]([N:6]2[C:7](=[O:16])[C:8](=[O:15])[c:9]3[cH:10][cH:11][cH:12][cH:13][c:14]32)[cH:4][cH:5]1>>[s:1]1[cH:2][c:3]([N:6]2[C:7](=[O:16])[C:8](=[N:22][c:21]3[cH:20][cH:19][c:18]([CH3:17])[cH:24][cH:23]3)[c:9]3[cH:10][cH:11][cH:12][cH:13][c:14]32)[cH:4][cH:5]1. Reactants: CC(=O)O, Cc1ccc(N)cc1, CO, O=C1C(=O)N(c2ccsc2)c2ccccc21. Product: Cc1ccc(N=C2C(=O)N(c3ccsc3)c3ccccc32)cc1. The reactants are C=CC, Oc1c(-c2ccc3c(c2)CCCC3)ccc2c1CCCC2, Cc1ccccc1C. The product is CC(C)c1cc2c(c(O)c1-c1ccc3c(c1)CCCC3)CCCC2. RXN SMILES: [CH2:22]=[CH:23][CH3:24].[c:1]1([OH:21])[c:2](-[c:11]2[cH:12][c:13]3[c:18]([cH:19][cH:20]2)[CH2:17][CH2:16][CH2:15][CH2:14]3)[cH:3][cH:4][c:5]2[c:10]1[CH2:9][CH2:8][CH2:7][CH2:6]2.[c:25]1([CH3:26])[c:27]([CH3:28])[cH:29][cH:30][cH:31][cH:32]1>>[c:1]1([OH:21])[c:2](-[c:11]2[cH:12][c:13]3[c:18]([cH:19][cH:20]2)[CH2:17][CH2:16][CH2:15][CH2:14]3)[c:3]([CH:23]([CH3:22])[CH3:24])[cH:4][c:5]2[c:10]1[CH2:9][CH2:8][CH2:7][CH2:6]2. The reactants are BrC1=CC=C2C=CC(NC2=C1)=O (7-bromocarbostyril), Cl.CO (hydrogen chloride methanol). Product: BrC1=C(C=C2CCC(NC2=C1)=O)N1CCC(CC1)O (7-bromo-6-(4-hydroxypiperidino)-3,4-dihydrocarbostyril). RXN SMILES: [Br:1][C:2]1[CH:11]=[C:10]2[C:5]([CH:6]=[CH:7][C:8](=[O:12])[NH:9]2)=[CH:4][CH:3]=1.Cl.[CH3:14][OH:15]>>[Br:1][C:2]1[CH:11]=[C:10]2[C:5]([CH2:6][CH2:7][C:8](=[O:12])[NH:9]2)=[CH:4][C:3]=1[N:9]1[CH2:10][CH2:5][CH:14]([OH:15])[CH2:7][CH2:8]1 |f:1.2|. Procedure: This 7-bromocarbostyril was dissolved in 2.5 ml of hydrogen chloride-methanol solution, and mixture was refluxed for 1 hr. The reaction mixture was concentrated and purified by a silica gel column chromatography to give 56 mg of 7-bromo-6-(4-hydroxypiperidino)-3,4-dihydrocarbostyril.